From a dataset of the Open Reaction Database (ORD), a public repository of structured organic reaction records. describe an organic reaction: reactants, conditions, products, and yield Reactants: Cn1nc(-c2c(F)cc(Cl)c3nc(Br)sc23)c(Cl)c1OC(F)F, CCC[Mg+], CCOCC, [Cl-], Cl. The product is CCCc1nc2c(Cl)cc(F)c(-c3nn(C)c(OC(F)F)c3Cl)c2s1. Reaction SMILES: [Br:6][c:7]1[s:8][c:9]2[c:10]([n:11]1)[c:12]([Cl:28])[cH:13][c:14]([F:27])[c:15]2-[c:16]1[n:17][n:18]([CH3:26])[c:19]([O:22][CH:23]([F:24])[F:25])[c:20]1[Cl:21].[CH2:2]([CH2:3][CH3:4])[Mg+:5].[CH3:30][CH2:31][O:32][CH2:33][CH3:34].[Cl-:1].[ClH:29]>>[CH2:2]([CH2:3][CH3:4])[c:7]1[s:8][c:9]2[c:10]([n:11]1)[c:12]([Cl:28])[cH:13][c:14]([F:27])[c:15]2-[c:16]1[n:17][n:18]([CH3:26])[c:19]([O:22][CH:23]([F:24])[F:25])[c:20]1[Cl:21]. Reactants: C1(=CC=CC=C1)C1=CC=C2C(C(C3=C(OC4(CCNCC4)CS3)C2=C1)=O)=O (9-phenylspiro[naphtho[1,2-b][1,4]oxathiine-2,4′-piperidine]-5,6-dione), ClC1=CC=C(OC[C@H]2OC2)C=C1 ((2S)-2-[(4-chlorophenoxy)methyl]oxirane). Yields the product ClC1=CC=C(OC[C@H](CN2CCC3(CC2)CSC2=C(O3)C3=CC(=CC=C3C(C2=O)=O)C2=CC=CC=C2)O)C=C1 (1′-[(2S)-3-(4-chlorophenoxy)-2-hydroxypropyl]-9-phenylspiro[naphtho[1,2-b][1,4]oxathiine-2,4′-piperidine]-5,6-dione). As a reaction SMILES: [C:1]1([C:7]2[CH:25]=[C:24]3[C:10]([C:11](=[O:27])[C:12](=[O:26])[C:13]4[S:23][CH2:22][C:16]5([CH2:21][CH2:20][NH:19][CH2:18][CH2:17]5)[O:15][C:14]=43)=[CH:9][CH:8]=2)[CH:6]=[CH:5][CH:4]=[CH:3][CH:2]=1.[Cl:28][C:29]1[CH:39]=[CH:38][C:32]([O:33][CH2:34][C@@H:35]2[CH2:37][O:36]2)=[CH:31][CH:30]=1>>[Cl:28][C:29]1[CH:39]=[CH:38][C:32]([O:33][CH2:34][C@@H:35]([OH:36])[CH2:37][N:19]2[CH2:20][CH2:21][C:16]3([O:15][C:14]4[C:24]5[C:10]([C:11](=[O:27])[C:12](=[O:26])[C:13]=4[S:23][CH2:22]3)=[CH:9][CH:8]=[C:7]([C:1]3[CH:2]=[CH:3][CH:4]=[CH:5][CH:6]=3)[CH:25]=5)[CH2:17][CH2:18]2)=[CH:31][CH:30]=1. Procedure: Compound 226 was synthesized using 9-phenylspiro[naphtho[1,2-b][1,4]oxathiine-2,4′-piperidine]-5,6-dione, (2S)-2-[(4-chlorophenoxy)methyl]oxirane and conditions outlined in procedure Z. M.p.=93-98° C.; 400 MHz 1H NMR (DMSO-d6) δ: 8.01-7.97 (m, 2H), 7.87 (dd, J=1.6, 7.6 Hz, 1H), 7.77 (d, J=7.2 Hz, 2H), 7.59-7.47 (m, 3H), 7.31 (d, J=9.2 Hz, 2H), 6.96 (d, J=9.2 Hz, 2H), 4.90 (d, J=4.0 Hz, 1H), 4.04-3.90 (m, 2H), 3.90-3.84 (m, 1H), 3.11 (s, 2H), 2.88-2.72 (m, 2H), 2.52-2.38 (m, 4H), 2.03 (d, J=14.0 ... Starting materials: ClCCl, CN(C)c1ccncc1, Nc1ccc(Oc2ccc(F)cc2F)cc1, O=S(=O)(Cl)CC(F)(F)F. Yields the product O=S(=O)(CC(F)(F)F)Nc1ccc(Oc2ccc(F)cc2F)cc1. RXN SMILES: [CH2:35]([Cl:36])[Cl:37].[CH3:26][N:27]([CH3:28])[c:29]1[cH:30][cH:31][n:32][cH:33][cH:34]1.[F:10][c:11]1[c:12]([O:13][c:14]2[cH:15][cH:16][c:17]([NH2:18])[cH:19][cH:20]2)[cH:21][cH:22][c:23]([F:25])[cH:24]1.[F:1][C:2]([CH2:3][S:4](=[O:5])(=[O:6])[Cl:7])([F:8])[F:9]>>[F:1][C:2]([CH2:3][S:4](=[O:5])(=[O:6])[NH:18][c:17]1[cH:16][cH:15][c:14]([O:13][c:12]2[c:11]([F:10])[cH:24][c:23]([F:25])[cH:22][cH:21]2)[cH:20][cH:19]1)([F:8])[F:9].